Dataset: the Open Reaction Database (ORD), a public repository of structured organic reaction records. Task: describe an organic reaction: reactants, conditions, products, and yield The reactants are O1C(=CC=C1)C(=O)C=1C=C(C=CC1)[C@H](C(=O)O)C ((R)-2-[3-(furan-2-carbonyl)phenyl]propionic acid), O1CCOCC1 (dioxane), C1CCC(CC1)N=C=NC2CCCCC2 (DCC), C=1C=CC2=C(C1)N=NN2O (HOBT), Cl.COC(C(N)C)=O (D,L-alanine methyl ester hydrochloride). Run in CCCCCC (n-hexane), CN(C)C=O (DMF), C(C)N(CC)CC (triethylamine). Yields the product COC(C(C)NC([C@H](C)C1=CC(=CC=C1)C(=O)C=1OC=CC1)=O)=O (2-[(R)-2-[3-(furan-2-carbonyl)phenyl]propionylamino]propionic acid methyl ester), powder. Isolated yield 76.0%. Reaction SMILES: [O:1]1[CH:5]=[CH:4][CH:3]=[C:2]1[C:6]([C:8]1[CH:9]=[C:10]([C@@H:14]([CH3:18])[C:15]([OH:17])=O)[CH:11]=[CH:12][CH:13]=1)=[O:7].O1CCOCC1.C1CCC(N=C=NC2CCCCC2)CC1.C1C=CC2N(O)N=NC=2C=1.Cl.[CH3:51][O:52][C:53](=[O:57])[CH:54]([CH3:56])[NH2:55]>CN(C=O)C.CCCCCC.C(N(CC)CC)C>[CH3:51][O:52][C:53](=[O:57])[CH:54]([NH:55][C:15](=[O:17])[C@@H:14]([C:10]1[CH:11]=[CH:12][CH:13]=[C:8]([C:6]([C:2]2[O:1][CH:5]=[CH:4][CH:3]=2)=[O:7])[CH:9]=1)[CH3:18])[CH3:56] |f:4.5|. Procedure: To a solution of (R)-2-[3-(2-furanoyl)phenyl]propionic acid (V) (2 g, 8.2 mmol) in dioxane (5 mL) thionyl chloride (0.92 mL, 12.3 mmol) was added and the resulting solution was heated at reflux for 3 h. After cooling at room temperature the solvent was evaporated and the crude acyl chloride was dissolved in DMF (5 mL) at 0° C. and DCC (1.69 g, 8.2 mmol) and HOBT (1.01 g, 7.5 mmol) were added under stirring. After 30 min. a solution of D,L-alanine methyl ester hydrochloride (1.08 g, 7.5 mmol) and... Starting materials: [Na] (sodium), CC(=CCBr)C (dimethylallyl bromide), alcoholate, C(C)OC(C(C(=O)OCC)C)=O (methylmalonic acid diethyl ester), C(C)O (ethanol). Yields the product C(C)OC(C(CC=C(C)C)(C)C(=O)OCC)=O (2-Ethoxycarbonyl-2,5-dimethyl-4-hexenoic Acid Ethyl Ester). Reaction SMILES: [Na].[CH2:2]([O:4][C:5](=[O:13])[CH:6]([CH3:12])[C:7]([O:9][CH2:10][CH3:11])=[O:8])[CH3:3].[CH3:14][C:15]([CH3:19])=[CH:16]CBr.[CH2:20](O)C>>[CH2:2]([O:4][C:5](=[O:13])[C:6]([C:7]([O:9][CH2:10][CH3:11])=[O:8])([CH3:20])[CH2:12][CH:14]=[C:15]([CH3:19])[CH3:16])[CH3:3] |^1:0|. Reported procedure: 36.1 g of sodium (cut into small pieces) is introduced into a three-necked flask equipped with reflux condenser, dropping funnel, and agitator. To this is added 800 ml of absolute ethanol dropwise so quickly that the solution keeps boiling vigorously. To the hot alcoholate solution is added dropwise 269.6 g of freshly distilled methylmalonic acid diethyl ester, the mixture is stirred for 0.5 hour at 60° C. and then--likewise in droplet form--241.7 g of dimethylallyl bromide is added thereto. Aft... Reaction conditions: temperature 60 celsius, time 0.5 hour. Starting materials: ClC=1C=C(C=CC1Cl)C1=C(C(=CC(=C1)CCCC1=CC=CC=C1)C=O)O (3′,4′-dichloro-2-hydroxy-5-(3-phenylpropyl)-[1,1′-biphenyl]-3-carbaldehyde), C(C)(C)(C)N (tert-butylamine). The product is Cl.C(C)(C)(C)NCC1=C(C(=CC(=C1)CCCC1=CC=CC=C1)C1=CC(=C(C=C1)Cl)Cl)O (3-((tert-Butylamino)methyl)-3′,4′-dichloro-5-(3-phenylpropyl)-[1,1′-biphenyl]-2-ol hydrochloride). RXN SMILES: [Cl:1][C:2]1[CH:3]=[C:4]([C:9]2[CH:14]=[C:13]([CH2:15][CH2:16][CH2:17][C:18]3[CH:23]=[CH:22][CH:21]=[CH:20][CH:19]=3)[CH:12]=[C:11]([CH:24]=O)[C:10]=2[OH:26])[CH:5]=[CH:6][C:7]=1[Cl:8].[C:27]([NH2:31])([CH3:30])([CH3:29])[CH3:28]>>[ClH:1].[C:27]([NH:31][CH2:24][C:11]1[CH:12]=[C:13]([CH2:15][CH2:16][CH2:17][C:18]2[CH:23]=[CH:22][CH:21]=[CH:20][CH:19]=2)[CH:14]=[C:9]([C:4]2[CH:5]=[CH:6][C:7]([Cl:8])=[C:2]([Cl:1])[CH:3]=2)[C:10]=1[OH:26])([CH3:30])([CH3:29])[CH3:28] |f:2.3|. Procedure details: 3-((tert-Butylamino)methyl)-3′,4′-dichloro-5-(3-phenylpropyl)-[1,1′-biphenyl]-2-ol hydrochloride was prepared as a white solid using the procedure described in Example 9 from 3′,4′-dichloro-2-hydroxy-5-(3-phenylpropyl)-[1,1′-biphenyl]-3-carbaldehyde and tert-butylamine. Yields the product CC(C)N1CCC(CN2C(=O)CN(C(=O)c3ccc(Cl)cc3)Cc3ccccc32)CC1, O=C(O)C(F)(F)F. Reaction SMILES: [C:44]([O:45][BH-:46]([O:47][C:48](=[O:49])[CH3:50])[O:51][C:52](=[O:53])[CH3:54])(=[O:55])[CH3:56].[CH3:36][C:37]([CH3:38])=[O:39].[CH3:40][C:41](=[O:42])[OH:43].[Cl:58][CH2:59][Cl:60].[Cl:8][c:9]1[cH:10][cH:11][c:12]([C:13](=[O:14])[N:15]2[CH2:16][C:17](=[O:33])[N:18]([CH2:26][CH:27]3[CH2:28][CH2:29][NH:30][CH2:31][CH2:32]3)[c:19]3[c:20]([cH:22][cH:23][cH:24][cH:25]3)[CH2:21]2)[cH:34][cH:35]1.[F:1][C:2]([C:3](=[O:4])[OH:5])([F:6])[F:7].[Na+:57]>>[Cl:8][c:9]1[cH:10][cH:11][c:12]([C:13](=[O:14])[N:15]2[CH2:16][C:17](=[O:33])[N:18]([CH2:26][CH:27]3[CH2:28][CH2:29][N:30]([CH:37]([CH3:36])[CH3:38])[CH2:31][CH2:32]3)[c:19]3[c:20]([cH:22][cH:23][cH:24][cH:25]3)[CH2:21]2)[cH:34][cH:35]1.[F:1][C:2]([C:3](=[O:4])[OH:5])([F:6])[F:7]. The reactants are CC(=O)O[BH-](OC(C)=O)OC(C)=O, CC(C)=O, CC(=O)O, ClCCl, O=C(c1ccc(Cl)cc1)N1CC(=O)N(CC2CCNCC2)c2ccccc2C1, O=C(O)C(F)(F)F, [Na+]. Reactants: C(C)(C)(C)OC(=O)N1CCC(CC1)OC1=CC(=C(C(=O)N2CCC(CC2)N2C(CCC3=CC=CC=C23)=O)C=C1)OC (1-(1-(4-(N-t-Butoxycarbonyl-4-piperidinyloxy)-2-methoxybenzoyl)piperidin-4-yl)-3,4-dihydro-2(1H)-quinolinone). Solvent: C(C)(=O)OCC (ethyl acetate). Run at temperature 0 celsius, time 30 minute. The product is N1CCC(CC1)OC1=CC(=C(C(=O)N2CCC(CC2)N2C(CCC3=CC=CC=C23)=O)C=C1)OC (1-(1-(4-(4-Piperidinyloxy)-2-methoxybenzoyl)piperidin-4-yl)-3,4-dihydro-2(1 H)-quinolinone). Reaction SMILES: C(OC([N:8]1[CH2:13][CH2:12][CH:11]([O:14][C:15]2[CH:39]=[CH:38][C:18]([C:19]([N:21]3[CH2:26][CH2:25][CH:24]([N:27]4[C:36]5[C:31](=[CH:32][CH:33]=[CH:34][CH:35]=5)[CH2:30][CH2:29][C:28]4=[O:37])[CH2:23][CH2:22]3)=[O:20])=[C:17]([O:40][CH3:41])[CH:16]=2)[CH2:10][CH2:9]1)=O)(C)(C)C>C(OCC)(=O)C>[NH:8]1[CH2:13][CH2:12][CH:11]([O:14][C:15]2[CH:39]=[CH:38][C:18]([C:19]([N:21]3[CH2:22][CH2:23][CH:24]([N:27]4[C:36]5[C:31](=[CH:32][CH:33]=[CH:34][CH:35]=5)[CH2:30][CH2:29][C:28]4=[O:37])[CH2:25][CH2:26]3)=[O:20])=[C:17]([O:40][CH3:41])[CH:16]=2)[CH2:10][CH2:9]1. Procedure details: To 250 mL of dry ethyl acetate under N2 was added 1-(1-(4-(N-t-Butoxycarbonyl-4-piperidinyloxy)-2-methoxybenzoyl)piperidin-4-yl)-3,4-dihydro-2(1H)-quinolinone (1.5 gm, 2.65 mmol) from Example 189 and the solution was cooled to 0° C. in an ice-water bath. Anhydrous HCl gas was bubbled into the solution at 0° C. until for 30 min. The saturated solution was stirred for an additional 30 min at 0° C. then the ice bath was removed and N2 was bubbled through the mixture to remove excess HCl. Addition o... Reactants: C[Si](C)(C)Cl (trimethylsilyl chloride), C(#N)C=1C(=NN(C1)C1=C(C=C(C=C1Cl)C(F)(F)F)Cl)C(F)(F)F (4-cyano-1-(2,6-dichloro-4-trifluoromethylphenyl)-3-trifluoromethylpyrazole), resultant solution, C(CCC)[Li] (n-butyl lithium). Run in O1CCCC1 (tetrahydrofuran), ClCCl (dichloromethane), O1CCCC1 (tetrahydrofuran). Reaction conditions: time 2 minute. The product is C(#N)C=1C(=NN(C1[Si](C)(C)C)C1=C(C=C(C=C1Cl)C(F)(F)F)Cl)C(F)(F)F (4-cyano-1-(2,6-dichloro-4-trifluoromethylphenyl)-3-trifluoromethyl-5-trimethylsilylpyrazole). RXN SMILES: [C:1]([C:3]1[C:4]([C:20]([F:23])([F:22])[F:21])=[N:5][N:6]([C:8]2[C:13]([Cl:14])=[CH:12][C:11]([C:15]([F:18])([F:17])[F:16])=[CH:10][C:9]=2[Cl:19])[CH:7]=1)#[N:2].C([Li])CCC.[CH3:29][Si:30](Cl)([CH3:32])[CH3:31]>O1CCCC1.ClCCl>[C:1]([C:3]1[C:4]([C:20]([F:23])([F:21])[F:22])=[N:5][N:6]([C:8]2[C:9]([Cl:19])=[CH:10][C:11]([C:15]([F:17])([F:18])[F:16])=[CH:12][C:13]=2[Cl:14])[C:7]=1[Si:30]([CH3:32])([CH3:31])[CH3:29])#[N:2]. Procedure details: A stirred solution of 4-cyano-1-(2,6-dichloro-4-trifluoromethylphenyl)-3-trifluoromethylpyrazole (1.5 g) in dry tetrahydrofuran cooled to -78° C. was treated with a solution of n-butyl lithium (2.6M in hexane, 1.71 ml) dropwise under nitrogen. The temperature was kept below -65° C. during the addition, and the resultant solution kept at -78° C. for 1 hour. A solution of trimethylsilyl chloride (0.56 ml) in dry tetrahydrofuran (2 ml) was then added, dropwise, during 2 minutes. The mixture was all... The reactants are O=C(CBr)c1cccc(Br)c1, CCO, [K+], O, N#C[S-]. The product is N#CSCC(=O)c1cccc(Br)c1. RXN SMILES: [Br:1][CH2:2][C:3](=[O:4])[c:5]1[cH:6][c:7]([Br:11])[cH:8][cH:9][cH:10]1.[CH3:17][CH2:18][OH:19].[K+:12].[OH2:16].[S-:13][C:14]#[N:15]>>[CH2:2]([C:3](=[O:4])[c:5]1[cH:6][c:7]([Br:11])[cH:8][cH:9][cH:10]1)[S:13][C:14]#[N:15]. Starting materials: ClC=1C=C2C(=C(N(C(C2=CC1)=O)CC1=CC=C(C=C1)S(=O)(=O)C)C=O)C1=CC=CC=C1 (6-chloro-2-(4-methanesulfonylbenzyl)-1-oxo-4-phenyl-1,2-dihydroisoquinoline-3-carbaldehyde), C(CCC)[Mg]Cl (n-butylmagnesium chloride), C(C)(=O)OCC.C(C)(C)OC(C)C (ethyl acetate diisopropyl ether). The solvent is C1CCOC1 (THF). The product is ClC=1C=C2C(=C(N(C(C2=CC1)=O)CC1=CC=C(C=C1)S(=O)(=O)C)C(CCCC)O)C1=CC=CC=C1 (6-chloro-3-(1-hydroxypentyl)-2-(4-methanesulfonylbenzyl)-4-phenyl-2H-isoquinolin-1-one). Reaction SMILES: [Cl:1][C:2]1[CH:3]=[C:4]2[C:9](=[CH:10][CH:11]=1)[C:8](=[O:12])[N:7]([CH2:13][C:14]1[CH:19]=[CH:18][C:17]([S:20]([CH3:23])(=[O:22])=[O:21])=[CH:16][CH:15]=1)[C:6]([CH:24]=[O:25])=[C:5]2[C:26]1[CH:31]=[CH:30][CH:29]=[CH:28][CH:27]=1.[CH2:32]([Mg]Cl)[CH2:33][CH2:34][CH3:35].C(OCC)(=O)C.C(OC(C)C)(C)C>C1COCC1>[Cl:1][C:2]1[CH:3]=[C:4]2[C:9](=[CH:10][CH:11]=1)[C:8](=[O:12])[N:7]([CH2:13][C:14]1[CH:15]=[CH:16][C:17]([S:20]([CH3:23])(=[O:21])=[O:22])=[CH:18][CH:19]=1)[C:6]([CH:24]([OH:25])[CH2:32][CH2:33][CH2:34][CH3:35])=[C:5]2[C:26]1[CH:27]=[CH:28][CH:29]=[CH:30][CH:31]=1 |f:2.3|. Procedure: In the same manner as in Example 313, the title compound was synthesized using 6-chloro-2-(4-methanesulfonylbenzyl)-1-oxo-4-phenyl-1,2-dihydroisoquinoline-3-carbaldehyde and a solution (2M) of n-butylmagnesium chloride in THF. Crystals (ethyl acetate-diisopropyl ether). The reactants are FC(C(=O)O)(F)F (trifluoroacetic acid), C([O-])(O)=O.[Na+] (sodium bicarbonate), CNS(=O)(=O)CCC=1C=C2C=CNC2=CC1 (2-(1H-indol-5-yl)-ethanesulfonic acid methylamide), CN1CCC(CC1)=O (N-methyl-4-piperidone). Run in C(C)O (ethanol), C(C)O (ethanol). Run at temperature 40 celsius. Product: CNS(=O)(=O)CCC=1C=C2C(=CNC2=CC1)C=1CCN(CC1)C (2-[3-(1-methyl-1,2,3,6-tetrahydro-pyridin-4-yl)-1H-indol-5-yl]-ethanesulfonic Acid Methylamide). Reaction SMILES: [CH3:1][NH:2][S:3]([CH2:6][CH2:7][C:8]1[CH:9]=[C:10]2[C:14](=[CH:15][CH:16]=1)[NH:13][CH:12]=[CH:11]2)(=[O:5])=[O:4].[CH3:17][N:18]1[CH2:23][CH2:22][C:21](=O)[CH2:20][CH2:19]1.FC(F)(F)C(O)=O.C(=O)(O)[O-].[Na+]>C(O)C>[CH3:1][NH:2][S:3]([CH2:6][CH2:7][C:8]1[CH:9]=[C:10]2[C:14](=[CH:15][CH:16]=1)[NH:13][CH:12]=[C:11]2[C:21]1[CH2:22][CH2:23][N:18]([CH3:17])[CH2:19][CH:20]=1)(=[O:5])=[O:4] |f:3.4|. Procedure: 2-(1H-indol-5-yl)-ethanesulfonic acid methylamide (100 g) was dissolved in ethanol (1000 ml) and N-methyl-4-piperidone (200 ml) was added thereto at 25° C. and a solution of trifluoroacetic acid in ethanol (10 ml in 100 ml) was added over a period of 1 hour. The reaction mass was refluxed for 18-24 hours and cooled to 40° C. The reaction mass was concentrated under vacuum to obtain a residue and water (1500 ml) was added. The mixture was cooled to 10-15° C. and pH of the reaction mass was adjust...